This data is from the Open Reaction Database (ORD), a public repository of structured organic reaction records. The task is: describe an organic reaction: reactants, conditions, products, and yield The reactants are O=C(OCc1ccccc1)C(CO)N(Cc1ccccc1)Cc1ccccc1, CC#N, O=C(O)C(F)(F)S(=O)(=O)F, [Na+], [Na+], O=S(=O)([O-])[O-]. Yields the product O=C(OCc1ccccc1)C(COC(F)F)N(Cc1ccccc1)Cc1ccccc1. RXN SMILES: [CH2:1]([c:2]1[cH:3][cH:4][cH:5][cH:6][cH:7]1)[N:8]([CH:9]([C:10](=[O:11])[O:12][CH2:13][c:14]1[cH:15][cH:16][cH:17][cH:18][cH:19]1)[CH2:20][OH:21])[CH2:22][c:23]1[cH:24][cH:25][cH:26][cH:27][cH:28]1.[CH3:46][C:47]#[N:48].[F:36][C:37]([S:38]([F:39])(=[O:40])=[O:41])([C:42]([OH:43])=[O:44])[F:45].[Na+:29].[Na+:30].[O-:31][S:32](=[O:33])(=[O:34])[O-:35]>>[CH2:1]([c:2]1[cH:3][cH:4][cH:5][cH:6][cH:7]1)[N:8]([CH:9]([C:10](=[O:11])[O:12][CH2:13][c:14]1[cH:15][cH:16][cH:17][cH:18][cH:19]1)[CH2:20][O:21][CH:37]([F:36])[F:45])[CH2:22][c:23]1[cH:24][cH:25][cH:26][cH:27][cH:28]1.